From a dataset of the Open Reaction Database (ORD), a public repository of structured organic reaction records. describe an organic reaction: reactants, conditions, products, and yield Reactants: CC1(C=2C=CC(=CC2C(=CC1)C1=CC=C(C=C1)C)/C(=C/C=O)/C)C ((E)-3-(5,6-dihydro-5,5-dimethyl-8-(4-methylphenyl)-2-naphthalen-yl)-2-butenal), C(C)C(\C(=C\C(=O)OCC)\C)(P([O-])([O-])=O)CC (diethyl-(E)-3-ethoxycabonyl-2-methylallylphosphonate), C(CCC)[Li] (n-butyllithium). Solvent: CCOCC (ether), C1CCOC1 (THF), C1CCOC1 (THF), hexanes. Conditions: time 1 hour. Yields the product C\C(=C/C(=O)OCC)\C=C\C=C(/C)\C1=CC=2C(=CCC(C2C=C1)(C)C)C1=CC=C(C=C1)C (Ethyl (E,E,E)-3-methyl-7-(5,6-dihydro-5,5-dimethyl-8-(4-methylphenyl)-2-naphthalenyl)-2,4,6-octatrienoate), EtOAc hexanes. The yield is 1.0%. Reaction SMILES: C([C:3]([CH2:16][CH3:17])(P(=O)([O-])[O-])/[C:4](/[CH3:11])=[CH:5]/[C:6]([O:8][CH2:9][CH3:10])=[O:7])C.C([Li])CCC.[CH3:23][C:24]1([CH3:46])[CH2:33][CH:32]=[C:31]([C:34]2[CH:39]=[CH:38][C:37]([CH3:40])=[CH:36][CH:35]=2)[C:30]2[CH:29]=[C:28](/[C:41](/C)=[CH:42]/C=O)[CH:27]=[CH:26][C:25]1=2>C1COCC1.CCOCC>[CH3:11]/[C:4](/[CH:3]=[CH:16]/[CH:17]=[C:41](/[C:28]1[CH:27]=[CH:26][C:25]2[C:24]([CH3:23])([CH3:46])[CH2:33][CH:32]=[C:31]([C:34]3[CH:39]=[CH:38][C:37]([CH3:40])=[CH:36][CH:35]=3)[C:30]=2[CH:29]=1)\[CH3:42])=[CH:5]\[C:6]([O:8][CH2:9][CH3:10])=[O:7]. Procedure details: To a cold (−78° C.) solution of diethyl-(E)-3-ethoxycabonyl-2-methylallylphosphonate [prepared in accordance with J. Org. Chem. 39: 821 (1974)] 264.0 mg, (1.00 mmol) in THF (2 ml) was added 26.0 mg (0.41 mmol, 0.65 ml) of n-butyllithium in hexanes (1.6 M solution) followed immediately by the addition of (E)-3-(5,6-dihydro-5,5-dimethyl-8-(4-methylphenyl)-2-naphthalen-yl)-2-butenal (Compound X) 82.0 mg, 0.26 mmol) in THF (3 ml). After 1 hour, the reaction mixture was diluted with ether (60 ml), wa... Reactants: OC[C@H](CC(=O)O)NC(=O)OCC1=CC=CC=C1 ((3S)-4-Hydroxy-3-({[(phenylmethyl)oxy]carbonyl}amino)butanoic acid), C(=O)([O-])[O-].[K+].[K+] (K2CO3), N1C=NC=C1 (imidazole), CC(C)(C)[Si](C1=CC=CC=C1)(C2=CC=CC=C2)Cl (TBDPSCl), Cl (HCl). Solvent: CN(C)C=O (DMF), CO (MeOH), C1CCOC1 (THF), O (water), CCOC(=O)C (EtOAc), O (water). Reaction conditions: time 15 hour. The product is CC(C)(C)[Si](OC[C@H](CC(=O)O)NC(=O)OCC1=CC=CC=C1)(C1=CC=CC=C1)C1=CC=CC=C1 ((3S)-4-{[(1,1-Dimethylethyl)(diphenyl)silyl]oxy}-3-({[(phenylmethyl)oxy]carbonyl}amino)butanoic acid). The yield is 71.4%. Reaction SMILES: N1C=CN=C1.[CH3:6][C:7]([Si:10](Cl)([C:17]1[CH:22]=[CH:21][CH:20]=[CH:19][CH:18]=1)[C:11]1[CH:16]=[CH:15][CH:14]=[CH:13][CH:12]=1)([CH3:9])[CH3:8].Cl.C([O-])([O-])=O.[K+].[K+].[OH:31][CH2:32][C@@H:33]([NH:38][C:39]([O:41][CH2:42][C:43]1[CH:48]=[CH:47][CH:46]=[CH:45][CH:44]=1)=[O:40])[CH2:34][C:35]([OH:37])=[O:36]>CN(C=O)C.O.CCOC(C)=O.CO.C1COCC1>[CH3:6][C:7]([Si:10]([C:17]1[CH:22]=[CH:21][CH:20]=[CH:19][CH:18]=1)([C:11]1[CH:16]=[CH:15][CH:14]=[CH:13][CH:12]=1)[O:31][CH2:32][C@@H:33]([NH:38][C:39]([O:41][CH2:42][C:43]1[CH:44]=[CH:45][CH:46]=[CH:47][CH:48]=1)=[O:40])[CH2:34][C:35]([OH:37])=[O:36])([CH3:9])[CH3:8] |f:3.4.5|. Procedure details: In a 250 ml round-bottomed flask (3S)-4-hydroxy-3-({[(phenylmethyl)oxy]carbonyl}amino)butanoic acid D1 (3.75 g), was dissolved in DMF (30 ml). To the resulting solution imidazole (3.02 g, 44.4 mmol), and TBDPSCl (7.61 ml, 29.6 mmol) were added and the resulting solution left under stirring at room temperature for 15 hours. The reaction mixture was transferred into separatory funnel containing water (300 ml). The pH of the medium was lowered to pH=2 by the addition of a 2 M HCl aqueous solution, ... The reactants are COC1=NC(=NC(=C1)OC)N1C(NC2=C(C1=O)C=C(S2)CC)=O (3-(4,6-dimethoxypyrimidin-2-yl)-6-ethylthieno[2,3-d]pyrimidine-2,4(1H,3H)-dione), BrCC1=CC=C(C=C1)C1=C(C=CC=C1)C1=NOC(=N1)C(Cl)(Cl)Cl (3-[4′-(bromomethyl)biphenyl-2-yl]-5-(trichloromethyl)-1,2,4-oxadiazole), C([O-])([O-])=O.[K+].[K+] (potassium carbonate), CN(C=O)C (N,N-dimethylformamide). Run in C(C)(=O)OCC (ethyl acetate). Conditions: time 2 hour. Product: COC1=NC(=NC(=C1)OC)N1C(N(C2=C(C1=O)C=C(S2)CC)CC2=CC=C(C=C2)C2=C(C=CC=C2)C2=NOC(N2)=O)=O (3-(4,6-dimethoxypyrimidin-2-yl)-6-ethyl-1-{[2′-(5-oxo-4,5-dihydro-1,2,4-oxadiazol-3-yl)biphenyl-4-yl]methyl}thieno[2,3-d]pyrimidine-2,4(1H,3H)-dione). Isolated yield 52.4%. Reaction SMILES: [CH3:1][O:2][C:3]1[CH:8]=[C:7]([O:9][CH3:10])[N:6]=[C:5]([N:11]2[C:16](=[O:17])[C:15]3[CH:18]=[C:19]([CH2:21][CH3:22])[S:20][C:14]=3[NH:13][C:12]2=[O:23])[N:4]=1.Br[CH2:25][C:26]1[CH:31]=[CH:30][C:29]([C:32]2[CH:37]=[CH:36][CH:35]=[CH:34][C:33]=2[C:38]2[N:42]=[C:41](C(Cl)(Cl)Cl)[O:40][N:39]=2)=[CH:28][CH:27]=1.C(=O)([O-])[O-:48].[K+].[K+].CN(C)C=O>C(OCC)(=O)C>[CH3:10][O:9][C:7]1[CH:8]=[C:3]([O:2][CH3:1])[N:4]=[C:5]([N:11]2[C:16](=[O:17])[C:15]3[CH:18]=[C:19]([CH2:21][CH3:22])[S:20][C:14]=3[N:13]([CH2:25][C:26]3[CH:31]=[CH:30][C:29]([C:32]4[CH:37]=[CH:36][CH:35]=[CH:34][C:33]=4[C:38]4[NH:42][C:41](=[O:48])[O:40][N:39]=4)=[CH:28][CH:27]=3)[C:12]2=[O:23])[N:6]=1 |f:2.3.4|. Reported procedure: A mixture of 3-(4,6-dimethoxypyrimidin-2-yl)-6-ethylthieno[2,3-d]pyrimidine-2,4(1H,3H)-dione (0.3 g), 3-[4′-(bromomethyl)biphenyl-2-yl]-5-(trichloromethyl)-1,2,4-oxadiazole (0.24 g), potassium carbonate (0.25 g) and N,N-dimethylformamide (10 mL) was stirred at room temperature for 2 hr. The reaction mixture was diluted with ethyl acetate, washed successively with water and saturated brine, and dried over anhydrous magnesium sulfate. The solvent was evaporated under reduced pressure. The obtained...